From a dataset of the Open Reaction Database (ORD), a public repository of structured organic reaction records. describe an organic reaction: reactants, conditions, products, and yield Starting materials: C(C)(C)(C)OC(NC1=CC=C(C=C1)C(=O)N1C2CC(CC(C1)(C2)C)(C)C)=O ([4-(1,3,3-trimethyl-6-aza-bicyclo[3.2.1]octane-6-carbonyl)-phenyl]carbamic acid tert-butyl ester), [H-].[Na+] (NaH), CI (Methyl iodide). The solvent is CN(C)C=O (DMF). Run at time 1 hour. The product is CNC1=CC=C(C=C1)C(=O)N1C2CC(CC(C1)(C2)C)(C)C ((4-Methylamino-phenyl)-(1,3,3-trimethyl-6-aza-bicyclo[3.2.1]oct-6-yl)-methanone). The yield is 45.0%. RXN SMILES: C(O[C:6](=O)[NH:7][C:8]1[CH:13]=[CH:12][C:11]([C:14]([N:16]2[CH2:22][C:21]3([CH3:24])[CH2:23][CH:17]2[CH2:18][C:19]([CH3:26])([CH3:25])[CH2:20]3)=[O:15])=[CH:10][CH:9]=1)(C)(C)C.[H-].[Na+].CI>CN(C=O)C>[CH3:6][NH:7][C:8]1[CH:13]=[CH:12][C:11]([C:14]([N:16]2[CH2:22][C:21]3([CH3:24])[CH2:23][CH:17]2[CH2:18][C:19]([CH3:26])([CH3:25])[CH2:20]3)=[O:15])=[CH:10][CH:9]=1 |f:1.2|. Reported procedure: To a solution of [4-(1,3,3-trimethyl-6-aza-bicyclo[3.2.1]octane-6-carbonyl)-phenyl]carbamic acid tert-butyl ester (2.6 g, 6.98 mmol) in dry DMF (75 ml) was added NaH (0.35 g, 8.38 mmol 60% in mineral oil) and the resulting mixture was stirred for 1 hr. Methyl iodide (521 μl, 8.38 mmol) was added and the stirring was continued for an additional 1 hr. The reaction mixture was quenched with water (50 ml) followed by extraction with diethyl ether (2×50 ml). The combined organic phases were washed wi... Reactants: O=C([O-])[O-], CN(C)C=O, O=[N+]([O-])c1ccc(F)cc1, [K+], [K+], c1nnn[nH]1. The product is O=[N+]([O-])c1ccc(-n2ncnn2)cc1. RXN SMILES: [C:11](=[O:12])([O-:13])[O-:14].[CH3:22][N:23]([CH3:24])[CH:25]=[O:26].[F:1][c:2]1[cH:3][cH:4][c:5]([N+:8](=[O:9])[O-:10])[cH:6][cH:7]1.[K+:15].[K+:16].[nH:17]1[n:18][n:19][n:20][cH:21]1>>[c:2]1(-[n:18]2[n:17][cH:21][n:20][n:19]2)[cH:3][cH:4][c:5]([N+:8](=[O:9])[O-:10])[cH:6][cH:7]1. Reactants: COCCOC, CCOC(=O)CP(=O)(OCC)OCC, [H-], [H][H], [Na+], O=C1CCCCC1, O. Yields the product CCOC(=O)C=C1CCCCC1. Reaction SMILES: [CH2:26]([CH2:27][O:28][CH3:29])[O:30][CH3:31].[CH3:1][CH2:2][O:3][C:4](=[O:5])[CH2:6][P:7]([O:8][CH2:9][CH3:10])([O:11][CH2:12][CH3:13])=[O:14].[H-:15].[H:17][H:18].[Na+:16].[O:19]=[C:20]1[CH2:21][CH2:22][CH2:23][CH2:24][CH2:25]1.[OH2:32]>>[CH3:1][CH2:2][O:3][C:4](=[O:5])[CH:6]=[C:20]1[CH2:21][CH2:22][CH2:23][CH2:24][CH2:25]1. Starting materials: NN1C(C2=CC=CC=C2C(=N1)CC1=CC=C(C=C1)Cl)=O (2-amino-4-(4-chlorobenzyl)-phthalazin-1(2H)-one), FC=1C=C(C=C(C1)F)CC(=O)O (2-(3,5-difluorophenyl)acetic acid). Product: ClC1=CC=C(CC2=NN(C(C3=CC=CC=C23)=O)NC(CC2=CC(=CC(=C2)F)F)=O)C=C1 (N-[4-(4-chlorobenzyl)-1-oxophthalazin-2(1H)-yl]-2-(3,5-difluorophenyl)acetamide). Reaction SMILES: [NH2:1][N:2]1[N:11]=[C:10]([CH2:12][C:13]2[CH:18]=[CH:17][C:16]([Cl:19])=[CH:15][CH:14]=2)[C:9]2[C:4](=[CH:5][CH:6]=[CH:7][CH:8]=2)[C:3]1=[O:20].[F:21][C:22]1[CH:23]=[C:24]([CH2:29][C:30](O)=[O:31])[CH:25]=[C:26]([F:28])[CH:27]=1>>[Cl:19][C:16]1[CH:15]=[CH:14][C:13]([CH2:12][C:10]2[C:9]3[C:4](=[CH:5][CH:6]=[CH:7][CH:8]=3)[C:3](=[O:20])[N:2]([NH:1][C:30](=[O:31])[CH2:29][C:24]3[CH:23]=[C:22]([F:21])[CH:27]=[C:26]([F:28])[CH:25]=3)[N:11]=2)=[CH:18][CH:17]=1. Procedure details: The product of Example 144A and 2-(3,5-difluorophenyl)acetic acid were treated using a method similar to that described in Example 17C to give the title compound. 1H NMR (500 MHz, DMSO-d6) δ ppm 11.68 (s, 1H), 8.32 (dd, J=7.9, 1.4 Hz, 1H), 7.98 (d, J=7.9 Hz, 1H), 7.91-7.95 (m, 1H), 7.85-7.89 (m, 1H), 7.32-7.38 (m, 4H), 7.11-7.19 (m, 3H), 4.33 (s, 2H), 3.76 (s, 2H); LC/MS (APCI) M/Z 440 (M+H)+.